Dataset: the Open Reaction Database (ORD), a public repository of structured organic reaction records. Task: describe an organic reaction: reactants, conditions, products, and yield Reactants: COC=1C=C(C=C(C1[N+](=O)[O-])OC)CC(=O)O (3,5-dimethoxy-4-nitrophenylacetic acid), Cl.N1=CC=CC=C1 (pyridine hydrochloride). Run at temperature 145 celsius. Yields the product OC=1C=C(C=C(C1[N+](=O)[O-])OC)CC(=O)O (3-Hydroxy-5-methoxy4-nitrophenylacetic acid). RXN SMILES: [CH3:1][O:2][C:3]1[CH:4]=[C:5]([CH2:14][C:15]([OH:17])=[O:16])[CH:6]=[C:7]([O:12]C)[C:8]=1[N+:9]([O-:11])=[O:10].Cl.N1C=CC=CC=1>>[OH:12][C:7]1[CH:6]=[C:5]([CH2:14][C:15]([OH:17])=[O:16])[CH:4]=[C:3]([O:2][CH3:1])[C:8]=1[N+:9]([O-:11])=[O:10] |f:1.2|. Reported procedure: A stirred mixture of 3,5-dimethoxy-4-nitrophenylacetic acid (0.4 g, Reference Example 13) and pyridine hydrochloride (6 g) was heated at 145° C., under argon, for 4 hours. The cooled reaction mixture was partitioned between ethyl acetate and water. The organic phase was washed with water, then with brine, then dried and then evaporated to give a 1:1 mixture of the title compound and starting material (0.37 g) which was used without further purification.